Dataset: the Open Reaction Database (ORD), a public repository of structured organic reaction records. Task: describe an organic reaction: reactants, conditions, products, and yield Starting materials: CC1=CC=C(C=C1)S(=O)(=O)O.FC[C@H]1CNCC1 ((3R)-3-(fluoromethyl)pyrrolidine 4-methylbenzenesulfonate), BrC1=CC=C(C=C1)C=1OC(=C(N1)CCOS(=O)(=O)C)C (Methanesulfonic acid 2-[2-(4-bromo-phenyl)-5-methyl-oxazol-4-yl]-ethyl ester), [I-].[K+] (potassium iodide), BrC1=CC=C(C=C1)C=1OC(=C(N1)CCOS(=O)(=O)C)C (Methanesulfonic acid 2-[2-(4-bromo-phenyl)-5-methyl-oxazol-4-yl]-ethyl ester), C([O-])([O-])=O.[K+].[K+] (potassium carbonate), CC1=CC=C(C=C1)S(=O)(=O)O.FC[C@H]1CNCC1 ((3R)-3-(fluoromethyl)pyrrolidine 4-methylbenzenesulfonate). Yields the product BrC1=CC=C(C=C1)C=1OC(=C(N1)CCN1C[C@@H](CC1)CF)C (2-(4-Bromophenyl)-4-{2-[(3R)-3-(fluoromethyl)pyrrolidin-1-yl]ethyl}-5-methyl-1,3-oxazole). Reaction SMILES: [Br:1][C:2]1[CH:7]=[CH:6][C:5]([C:8]2[O:9][C:10]([CH3:20])=[C:11]([CH2:13][CH2:14]OS(C)(=O)=O)[N:12]=2)=[CH:4][CH:3]=1.C(=O)([O-])[O-].[K+].[K+].[I-].[K+].CC1C=CC(S(O)(=O)=O)=CC=1.[F:40][CH2:41][C@@H:42]1[CH2:46][CH2:45][NH:44][CH2:43]1>C(#N)C>[Br:1][C:2]1[CH:7]=[CH:6][C:5]([C:8]2[O:9][C:10]([CH3:20])=[C:11]([CH2:13][CH2:14][N:44]3[CH2:45][CH2:46][C@@H:42]([CH2:41][F:40])[CH2:43]3)[N:12]=2)=[CH:4][CH:3]=1 |f:1.2.3,4.5,6.7|. Isolated yield 93.5%. Run in C(C)#N (acetonitrile). Procedure details: Prepare using the method of Example 102 with 2-[2-(4-bromophenyl)-5-methyl-1,3-oxazol-4-yl]ethyl methanesulfonate (See Intermediate 13) (0.36 g, 0.99 mmole), anhydrous acetonitrile (2 mL), potassium carbonate (0.55 g, 3.98 mmol), potassium iodide (0.016 g, 0.10 mmol) and (3R)-3-(fluoromethyl)pyrrolidine 4-methylbenzenesulfonate (salt) (See Intermediate 57) (0.41 g, 1.49 mmol) to give the title compound as a pale orange oil (0.34 g): MS (m/e) (79Br/81Br): 367, 369(M+1)